This data is from the Open Reaction Database (ORD), a public repository of structured organic reaction records. The task is: describe an organic reaction: reactants, conditions, products, and yield Starting materials: C(C)(=O)O[BH-](OC(C)=O)OC(C)=O.[Na+] (Sodium triacetoxyborohydride), [O-]S(=O)(=O)[O-].[Na+].[Na+] (Na2SO4), C(C1=CC=CC=C1)NCCO (N-benzylethanolamine), C(=O)C=1N=CNC1C(=O)OC (methyl 4-formyl-1H-imidazole-5-carboxylate). The solvent is C1CCOC1 (THF). Conditions: time 1 hour. Yields the product C(C1=CC=CC=C1)N(CCO)CC=1N=CNC1C(=O)OC (methyl 4-((benzyl(2-hydroxyethyl)amino)methyl)-1H-imidazole-5-carboxylate). The yield is 96.6%. Reaction SMILES: [CH:1]([C:3]1[N:4]=[CH:5][NH:6][C:7]=1[C:8]([O:10][CH3:11])=[O:9])=O.[O-]S([O-])(=O)=O.[Na+].[Na+].[CH2:19]([NH:26][CH2:27][CH2:28][OH:29])[C:20]1[CH:25]=[CH:24][CH:23]=[CH:22][CH:21]=1.C(O[BH-](OC(=O)C)OC(=O)C)(=O)C.[Na+]>C1COCC1>[CH2:19]([N:26]([CH2:1][C:3]1[N:4]=[CH:5][NH:6][C:7]=1[C:8]([O:10][CH3:11])=[O:9])[CH2:27][CH2:28][OH:29])[C:20]1[CH:25]=[CH:24][CH:23]=[CH:22][CH:21]=1 |f:1.2.3,5.6|. Procedure: To a stirred suspension of Intermediate 1C (3.20 g, 20.76 mmol) in dry THF (180 mL) was added anhydrous Na2SO4 (14.48 g, 192 mmol) and N-benzylethanolamine (3.70 g, 24.47 mmol). The resulting mixture was stirred at room temperature under nitrogen for 1 hour. Sodium triacetoxyborohydride (6.37 g, 28.5 mmol) was added portion-wise and the resulting mixture was stirred under nitrogen for 48 hours. The resulting mixture was quenched with water and neutralized with saturated NaHCO3 solution. The mixt... Reactants: CC=1C=C(C=CC1)N1CCNCC1 (1-(3-methylphenyl)piperazine), ClCCC1CN(C(O1)=O)C (5-(2-chloroethyl)-3-methyl-2-oxazolidinone), C([O-])([O-])=O.[Na+].[Na+] (sodium carbonate), [I-].[K+] (potassium iodide). Run in C(CCC)O (1-butanol), CC(C)O (2-propanol). The product is CN1C(OC(C1)CCN1CCN(CC1)C1=CC(=CC=C1)C)=O (3-Methyl-5-[2-[4-(3-methylphenyl)-1-piperazinyl]ethyl]-2-oxazolidinone). Isolated yield 64.3%. Reaction SMILES: [CH3:1][C:2]1[CH:3]=[C:4]([N:8]2[CH2:13][CH2:12][NH:11][CH2:10][CH2:9]2)[CH:5]=[CH:6][CH:7]=1.Cl[CH2:15][CH2:16][CH:17]1[O:21][C:20](=[O:22])[N:19]([CH3:23])[CH2:18]1.C(=O)([O-])[O-].[Na+].[Na+].[I-].[K+]>C(O)CCC.CC(O)C>[CH3:23][N:19]1[CH2:18][CH:17]([CH2:16][CH2:15][N:11]2[CH2:12][CH2:13][N:8]([C:4]3[CH:5]=[CH:6][CH:7]=[C:2]([CH3:1])[CH:3]=3)[CH2:9][CH2:10]2)[O:21][C:20]1=[O:22] |f:2.3.4,5.6|. Reported procedure: This compound was prepared according to the procedure of Example 2. A mixture of 3.5 g (0.02 mol) of 1-(3-methylphenyl)piperazine (Emka-Chemie), 3.3 g (0.02 mol) of 5-(2-chloroethyl)-3-methyl-2-oxazolidinone, 6.4 g (0.06 mol) of anhydrous sodium carbonate and 0.4 g potassium iodide in 100 mL of 1-butanol gave 3.9 g (65%) of white solid, mp 72°-74° C. (2-propanol). Reactants: BrC1=C(C=C2C=C(NC2=C1)C(=O)N1CCS(CC1)(=O)=O)OC1CCN(CC1)C(C)C ([6-Bromo-5-(1-isopropyl-piperidin-4-yloxy)-1H-indol-2-yl]-(1,1-Dioxo-1λ6-thiomorpholin-4-yl)-methanone), BrCCCO[Si](C)(C)C(C)(C)C ((3-bromopropoxy)-tert-butyldimethylsilane). Product: BrC1=C(C=C2C=C(N(C2=C1)CCCO[Si](C)(C)C(C)(C)C)C(=O)N1CCS(CC1)(=O)=O)OC1CCN(CC1)C(C)C ([6-Bromo-1-[3-(tert-butyl-dimethyl-silanyloxy)-propyl]-5-(1-isopropyl-piperidin-4-yloxy)-1H-indol-2-yl]-(1,1-dioxo-1λ6-thiomorpholin-4-yl)-methanone). Reaction SMILES: [Br:1][C:2]1[CH:10]=[C:9]2[C:5]([CH:6]=[C:7]([C:11]([N:13]3[CH2:18][CH2:17][S:16](=[O:20])(=[O:19])[CH2:15][CH2:14]3)=[O:12])[NH:8]2)=[CH:4][C:3]=1[O:21][CH:22]1[CH2:27][CH2:26][N:25]([CH:28]([CH3:30])[CH3:29])[CH2:24][CH2:23]1.Br[CH2:32][CH2:33][CH2:34][O:35][Si:36]([C:39]([CH3:42])([CH3:41])[CH3:40])([CH3:38])[CH3:37]>>[Br:1][C:2]1[CH:10]=[C:9]2[C:5]([CH:6]=[C:7]([C:11]([N:13]3[CH2:18][CH2:17][S:16](=[O:20])(=[O:19])[CH2:15][CH2:14]3)=[O:12])[N:8]2[CH2:32][CH2:33][CH2:34][O:35][Si:36]([C:39]([CH3:40])([CH3:42])[CH3:41])([CH3:37])[CH3:38])=[CH:4][C:3]=1[O:21][CH:22]1[CH2:27][CH2:26][N:25]([CH:28]([CH3:30])[CH3:29])[CH2:24][CH2:23]1. Reported procedure: In analogy to the procedure described for the synthesis of example 1, step 1, the title compound was synthesized from [6-bromo-5-(1-isopropyl-piperidin-4-yloxy)-1H-indol-2-yl]-(1,1-dioxo-1λ6-thiomorpholin-4-yl)-methanone (Example 6, step 4) and (3-bromopropoxy)-tert-butyldimethylsilane. The desired product was obtained in a yield of 65% as colorless oil. MS (m/e): 670.5 (M+H, 100%). Starting materials: [OH-].[Na+] (NaOH), C1(=CC=CC=C1)S(=O)(=O)N1C=C(C2=CC=CC=C12)C1=NC(=NC=C1)N[C@@H]1CC[C@H](CC1)O (trans-4-[4-(1-benzenesulfonyl-1H-indol-3-yl)-pyrimidin-2-ylamino]-cyclohexanol). Solvent: CO (MeOH). Run at time 6 hour. Yields the product N1C=C(C2=CC=CC=C12)C1=NC(=NC=C1)N[C@@H]1CC[C@H](CC1)O (trans-4-[4-(1H-indol-3-yl)-pyrimidin-2-ylamino]-cyclohexanol). Yield: 56.5%. Reaction SMILES: [OH-].[Na+].C1(S([N:12]2[C:20]3[C:15](=[CH:16][CH:17]=[CH:18][CH:19]=3)[C:14]([C:21]3[CH:26]=[CH:25][N:24]=[C:23]([NH:27][C@H:28]4[CH2:33][CH2:32][C@H:31]([OH:34])[CH2:30][CH2:29]4)[N:22]=3)=[CH:13]2)(=O)=O)C=CC=CC=1>CO>[NH:12]1[C:20]2[C:15](=[CH:16][CH:17]=[CH:18][CH:19]=2)[C:14]([C:21]2[CH:26]=[CH:25][N:24]=[C:23]([NH:27][C@H:28]3[CH2:29][CH2:30][C@H:31]([OH:34])[CH2:32][CH2:33]3)[N:22]=2)=[CH:13]1 |f:0.1|. Procedure details: NaOH (200 mg, 5 mmol) was added to a solution of trans-4-[4-(1-benzenesulfonyl-1H-indol-3-yl)-pyrimidin-2-ylamino]-cyclohexanol (296 mg, 0.66 mmol) in MeOH (15 mL), and the resulting mixture stirred at RT for 6 h. The reaction mixture was concentrated under reduced pressure, the residue neutralized by addition of aqueous HCl (1 M), and then partitioned between water and EtOAc. The organic layer was separated, washed with water, dried over Na2SO4, filtered and evaporated under reduced pressure to... Starting materials: NC1=CC(=C(C=N1)N(C(C(C)(C)C1=CC(=CC(=C1)C(F)(F)F)C(F)(F)F)=O)C)C1=C(C=CC=C1)C (N-(6-amino-4-o-tolyl-pyridin-3-yl)-2-(3,5-bis-trifluoromethyl-phenyl)-N-methyl-isobutyramide), CS(=O)(=O)Cl (methanesulfonyl chloride). Run in N1=CC=CC=C1 (pyridine). Product: FC(C=1C=C(C=C(C1)C(F)(F)F)C(C(=O)N(C)C=1C=NC(=CC1C1=C(C=CC=C1)C)NS(=O)(=O)C)(C)C)(F)F (2-(3,5-Bis-trifluoromethyl-phenyl)-N-(6-methanesulfonylamino-4-o-tolyl-pyridin-3-yl)-N-methyl-isobutyramide). The yield is 20.9%. RXN SMILES: [NH2:1][C:2]1[N:7]=[CH:6][C:5]([N:8]([CH3:28])[C:9](=[O:27])[C:10]([C:13]2[CH:18]=[C:17]([C:19]([F:22])([F:21])[F:20])[CH:16]=[C:15]([C:23]([F:26])([F:25])[F:24])[CH:14]=2)([CH3:12])[CH3:11])=[C:4]([C:29]2[CH:34]=[CH:33][CH:32]=[CH:31][C:30]=2[CH3:35])[CH:3]=1.[CH3:36][S:37](Cl)(=[O:39])=[O:38]>N1C=CC=CC=1>[F:22][C:19]([F:20])([F:21])[C:17]1[CH:18]=[C:13]([C:10]([CH3:12])([CH3:11])[C:9]([N:8]([C:5]2[CH:6]=[N:7][C:2]([NH:1][S:37]([CH3:36])(=[O:39])=[O:38])=[CH:3][C:4]=2[C:29]2[CH:34]=[CH:33][CH:32]=[CH:31][C:30]=2[CH3:35])[CH3:28])=[O:27])[CH:14]=[C:15]([C:23]([F:26])([F:24])[F:25])[CH:16]=1. Reported procedure: To a solution of 100 mg (0.2 mmol) N-(6-amino-4-o-tolyl-pyridin-3-yl)-2-(3,5-bis-trifluoromethyl-phenyl)-N-methyl-isobutyramide i (Example 73) in 2 ml pyridine were added 27 μl (0.35 mmol) methanesulfonyl chloride and the mixture was stirred over night at room temperature. After evaporation of the solvent the residue was dissolved in ethyl acetate, washed twice with saturated aqueous sodium hydrogencarbonate solution, brine and dried (magnesium sulfate). Chromatography of the residue afforded 24...